This data is from the Open Reaction Database (ORD), a public repository of structured organic reaction records. The task is: describe an organic reaction: reactants, conditions, products, and yield Starting materials: C(C=C)(=O)C1=C(C=C(C=C1)OC)F (1-acrylyl-2-fluoro-4-methoxybenzene), C(CC)[C@@H]1CC[C@H](CC1)C=CN1CCCCC1 (1-[2-(trans-4-propylcyclohexyl)vinyl]piperidine), Cl.NO (hydroxylamine hydrochloride), Cl (hydrochloric acid). Solvent: O (water), C(C)O (ethanol). Reaction conditions: time 2 hour. The product is COC1=CC(=C(C=C1)C1=NC=C(C=C1)[C@@H]1CC[C@H](CC1)CCC)F (2-(4-methoxy-2-fluorophenyl)-5-(trans-4-propylcyclohexyl)pyridine). The yield is 20.0%. RXN SMILES: [C:1]([C:5]1[CH:10]=[CH:9][C:8]([O:11][CH3:12])=[CH:7][C:6]=1[F:13])(=O)[CH:2]=[CH2:3].[CH2:14]([C@H:17]1[CH2:22][CH2:21][C@H:20]([CH:23]=[CH:24][N:25]2CCCCC2)[CH2:19][CH2:18]1)[CH2:15][CH3:16].Cl.NO.Cl>O.C(O)C>[CH3:12][O:11][C:8]1[CH:9]=[CH:10][C:5]([C:1]2[CH:2]=[CH:3][C:23]([C@H:20]3[CH2:21][CH2:22][C@H:17]([CH2:14][CH2:15][CH3:16])[CH2:18][CH2:19]3)=[CH:24][N:25]=2)=[C:6]([F:13])[CH:7]=1 |f:2.3|. Procedure: 0.03 mol of 1-acrylyl-2-fluoro-4-methoxybenzene was mixed at 0° C. with 0.03 mol of 1-[2-(trans-4-propylcyclohexyl)vinyl]piperidine and held at room temperature for 2 hours. The mixture was then treated with 90 ml of ethanol, 10 ml of water, 0.14 mol of hydroxylamine hydrochloride and 1 ml of concentrated hydrochloric acid and heated to reflux for 8 hours. Subsequently, about 2/3 of the solvent were removed by distillation. The concentrated mixture was diluted with 150 ml of water and adjusted t... Reactants: N1=C(C=CC=C1C)C (2,6-lutidine), C1(CCCC1)C1=C(C(=NC=2CC(C[C@@H](C12)O)(C)C)C(C)OC)C=1C(=CC=C(C1)C=O)C(F)(F)F (5-(S)-[4-Cyclopentyl-5-hydroxy-2-(1-methoxy-ethyl)-7,7-dimethyl-5,6,7,8-tetrahydro-quinolin-3-yl]-(4-trifluoromethyl-phenyl)-methanone), C(C)(C)(C)[Si](C)(C)OS(=O)(=O)C(F)(F)F (Trifluoromethanesulfonic acid-tert.-butyldimethylsilylester). Solvent: C1(=CC=CC=C1)C (toluene). Conditions: temperature -18 celsius, time 20 minute. The product is C(C)(C)(C)[Si](O[C@@H]1C=2C(=C(C(=NC2CC(C1)(C)C)C(C)OC)C=1C(=CC=C(C1)C=O)C(F)(F)F)C1CCCC1)(C)C (5-(S)-[5-(tert-Butyl-dimethyl-silanyloxy)-4-cyclopentyl-2-(1-methoxy-ethyl)-7,7-dimethyl-5,6,7,8-tetrahydro-quinolin-3-yl]-(4-trifluoromethyl-phenyl)-methanone). RXN SMILES: [CH:1]1([C:6]2[C:15]3[C@@H:14]([OH:16])[CH2:13][C:12]([CH3:18])([CH3:17])[CH2:11][C:10]=3[N:9]=[C:8]([CH:19]([O:21][CH3:22])[CH3:20])[C:7]=2[C:23]2[C:24]([C:31]([F:34])([F:33])[F:32])=[CH:25][CH:26]=[C:27]([CH:29]=[O:30])[CH:28]=2)[CH2:5][CH2:4][CH2:3][CH2:2]1.N1C(C)=CC=CC=1C.[C:43]([Si:47](OS(C(F)(F)F)(=O)=O)([CH3:49])[CH3:48])([CH3:46])([CH3:45])[CH3:44]>C1(C)C=CC=CC=1>[C:43]([Si:47]([CH3:49])([CH3:48])[O:16][C@H:14]1[CH2:13][C:12]([CH3:17])([CH3:18])[CH2:11][C:10]2[N:9]=[C:8]([CH:19]([O:21][CH3:22])[CH3:20])[C:7]([C:23]3[C:24]([C:31]([F:34])([F:32])[F:33])=[CH:25][CH:26]=[C:27]([CH:29]=[O:30])[CH:28]=3)=[C:6]([CH:1]3[CH2:2][CH2:3][CH2:4][CH2:5]3)[C:15]1=2)([CH3:46])([CH3:45])[CH3:44]. Procedure details: 840 mg 5-(S)-[4-Cyclopentyl-5-hydroxy-2-(1-methoxy-ethyl)-7,7-dimethyl-5,6,7,8-tetrahydro-quinolin-3-yl]-(4-trifluoromethyl-phenyl)-methanone (Diastereomer 1) are dissolved in 20 ml toluene, 823 μl 2,6-lutidine are added and the solution is cooled to −18° C. 811 μl Trifluoromethanesulfonic acid-tert.-butyldimethylsilylester are added dropwise and the mixture is stirred for further 20 minutes at −18° C. Then it is warmed to 0° C. and stirred for 1 hour whereafter the mixture is partitioned betwee... The reactants are CC1=NC(=CC(=C1)C=1N=C(SC1C1=CC(=CC=C1)C)N)C ([4-(2,6-dimethyl-4-pyridyl)-5-(3-methylphenyl)-1,3-thiazol-2-yl]amine), C1(=CC=CC=C1)N=C=O (phenyl isocyanate), C(O)([O-])=O.[Na+] (sodium hydrogen carbonate). The solvent is CN(C(C)=O)C (N,N-dimethylacetamide). Reaction conditions: temperature 80 celsius, time 14 hour. Yields the product CC1=NC(=CC(=C1)C=1N=C(SC1C1=CC(=CC=C1)C)NC(=O)NC1=CC=CC=C1)C (N-[4-(2,6-dimethyl-4-pyridyl)-5-(3-methylphenyl)-1,3-thiazol-2-yl]-N′-phenylurea). The yield is 48.2%. As a reaction SMILES: [CH3:1][C:2]1[CH:7]=[C:6]([C:8]2[N:9]=[C:10]([NH2:20])[S:11][C:12]=2[C:13]2[CH:18]=[CH:17][CH:16]=[C:15]([CH3:19])[CH:14]=2)[CH:5]=[C:4]([CH3:21])[N:3]=1.[C:22]1([N:28]=[C:29]=[O:30])[CH:27]=[CH:26][CH:25]=[CH:24][CH:23]=1.C(=O)([O-])O.[Na+]>CN(C)C(=O)C>[CH3:1][C:2]1[CH:7]=[C:6]([C:8]2[N:9]=[C:10]([NH:20][C:29]([NH:28][C:22]3[CH:27]=[CH:26][CH:25]=[CH:24][CH:23]=3)=[O:30])[S:11][C:12]=2[C:13]2[CH:18]=[CH:17][CH:16]=[C:15]([CH3:19])[CH:14]=2)[CH:5]=[C:4]([CH3:21])[N:3]=1 |f:2.3|. Reported procedure: To a solution of [4-(2,6-dimethyl-4-pyridyl)-5-(3-methylphenyl)-1,3-thiazol-2-yl]amine (0.50 g, 1.7 mmol) in N,N-dimethylacetamide (20 mL) was added phenyl isocyanate (0.28 mL, 2.6 mmol), and the mixture was stirred for 14 hours at 80° C. Aqueous sodium hydrogen carbonate was poured into the reaction mixture, and extracted with ethyl acetate. The extracts were washed with brine, then, dried to be concentrated. The residue was purified by silica gel column chromatography (hexane-ethyl acetate=1:1... Reactants: Cl, O=N[O-], COC(=O)c1cccc(N)c1, [Na+], O, O=S(O)O. Product: Cl, COC(=O)c1cccc(NN)c1. As a reaction SMILES: [ClH:16].[N:1]([O-:2])=[O:3].[NH2:5][c:6]1[cH:7][c:8]([C:9](=[O:10])[O:11][CH3:12])[cH:13][cH:14][cH:15]1.[Na+:4].[OH2:21].[OH:17][S:18](=[O:19])[OH:20]>>[ClH:16].[NH2:1][NH:5][c:6]1[cH:7][c:8]([C:9](=[O:10])[O:11][CH3:12])[cH:13][cH:14][cH:15]1. Starting materials: CC(NC(=O)c1ccc(C#N)cc1F)C(F)(F)F, CCO, CC(=O)O, O. Yields the product CC(NC(=O)c1ccc(CN)cc1F)C(F)(F)F. As a reaction SMILES: [C:1](#[N:2])[c:3]1[cH:4][c:5]([F:18])[c:6]([C:7](=[O:8])[NH:9][CH:10]([C:11]([F:12])([F:13])[F:14])[CH3:15])[cH:16][cH:17]1.[CH3:19][CH2:20][OH:21].[CH3:23][C:24](=[O:25])[OH:26].[OH2:22]>>[CH2:1]([NH2:2])[c:3]1[cH:4][c:5]([F:18])[c:6]([C:7](=[O:8])[NH:9][CH:10]([C:11]([F:12])([F:13])[F:14])[CH3:15])[cH:16][cH:17]1. Starting materials: C(C#Cc1ccccc1)=O, CC1=CN=C(C=C1)N, [C-]#[N+]C1CCCCC1. Reagents/catalysts: O=C(O)C(F)(F)F (trifluoroacetic acid). Run in CC(C)O (isopropyl alcohol), CC(C)O (isopropylalcohol). Run at temperature 22 celsius, time 20 hour. Product: Cc1ccc2nc(C#Cc3ccccc3)c(NC3CCCCC3)n2c1. Isolated yield 3.4%. As a reaction SMILES: CC1=CC=C(N)N=C1.[C-]#[N+]C1CCCCC1.O=CC#CC1=CC=CC=C1>>CC1=CN2C(C=C1)=NC(C#CC1=CC=CC=C1)=C2NC1CCCCC1.